Task: describe an organic reaction: reactants, conditions, products, and yield. Dataset: the Open Reaction Database (ORD), a public repository of structured organic reaction records Reactants: Cl (hydrochloric acid), O=C1C(N2CCCC3=CC(=CC1=C23)CC(=O)OCC)=O (ethyl 5,6-dihydro-1,2-dioxo-4H-pyrrolo[3,2,1-ij]quinolin-8-ylacetate), [OH-].[Na+] (sodium hydroxide), OO (hydrogen peroxide). Run in O (water). Run at time 3 hour. Product: C(=O)(O)C=1C=C(C=C2CCCNC12)CC(=O)O (8-Carboxy-1,2,3,4-tetrahydroquinolin-6-ylacetic acid). The yield is 95.1%. As a reaction SMILES: [O:1]=[C:2]1[C:12]2=[C:13]3[C:8](=[CH:9][C:10]([CH2:14][C:15]([O:17]CC)=[O:16])=[CH:11]2)[CH2:7][CH2:6][CH2:5][N:4]3C1=O.[OH-:21].[Na+].OO.Cl>O>[C:2]([C:12]1[CH:11]=[C:10]([CH2:14][C:15]([OH:17])=[O:16])[CH:9]=[C:8]2[C:13]=1[NH:4][CH2:5][CH2:6][CH2:7]2)([OH:1])=[O:21] |f:1.2|. Procedure details: To a solution of ethyl 5,6-dihydro-1,2-dioxo-4H-pyrrolo[3,2,1-ij]quinolin-8-ylacetate (21.5 g) and sodium hydroxide (18.5 g) in water (1 litter) was added 35% hydrogen peroxide solution (10 ml) and stirred for 3 hours at room temperature. The mixture was acidified at pH 2 with concentrated hydrochloric acid, resulting precipitate was collected by filtration, washed with water and dried to yield 17.6 g (95.1%) of the title compound. The compound was recrystallized from ethanol to give pale yellow...